This data is from the Open Reaction Database (ORD), a public repository of structured organic reaction records. The task is: describe an organic reaction: reactants, conditions, products, and yield The reactants are NC[C@@H]1N(CCC[C@@H]1C)C(=O)C=1N=C(SC1C1=CC=C(C=C1)F)C (rac-cis-(2-(aminomethyl)-3-methylpiperidin-1-yl)(5-(4-fluorophenyl)-2-methylthiazol-4-yl)methanone), C(C)C=1C=NC(=NC1)Cl (5-ethyl-2-chloropyrimidine), CCN(C(C)C)C(C)C (DIPEA). Solvent: C(C)(C)O (isopropanol). Conditions: temperature 110 celsius, time 18 hour. Yields the product C(C)C=1C=NC(=NC1)NC[C@@H]1N(CCC[C@@H]1C)C(=O)C=1N=C(SC1C1=CC=C(C=C1)F)C (rac-cis-(2-(((5-Ethylpyrimidin-2-yl)amino)methyl)-3-methylpiperidin-1-yl)(5-(4-fluorophenyl)-2-methylthiazol-4-yl)methanone). RXN SMILES: [NH2:1][CH2:2][C@H:3]1[C@@H:8]([CH3:9])[CH2:7][CH2:6][CH2:5][N:4]1[C:10]([C:12]1[N:13]=[C:14]([CH3:24])[S:15][C:16]=1[C:17]1[CH:22]=[CH:21][C:20]([F:23])=[CH:19][CH:18]=1)=[O:11].[CH2:25]([C:27]1[CH:28]=[N:29][C:30](Cl)=[N:31][CH:32]=1)[CH3:26].CCN(C(C)C)C(C)C>C(O)(C)C>[CH2:25]([C:27]1[CH:28]=[N:29][C:30]([NH:1][CH2:2][C@H:3]2[C@@H:8]([CH3:9])[CH2:7][CH2:6][CH2:5][N:4]2[C:10]([C:12]2[N:13]=[C:14]([CH3:24])[S:15][C:16]=2[C:17]2[CH:18]=[CH:19][C:20]([F:23])=[CH:21][CH:22]=2)=[O:11])=[N:31][CH:32]=1)[CH3:26]. Procedure: A mixture of rac-cis-(2-(aminomethyl)-3-methylpiperidin-1-yl)(5-(4-fluorophenyl)-2-methylthiazol-4-yl)methanone, 5-ethyl-2-chloropyrimidine, and DIPEA in isopropanol was stirred at 110° C. for 18 h. The reaction was cooled and concentrated in vacuo. The crude reaction mixture was purified by reverse-phase preparative HPLC to afford the title compound. MS (ESI) 454.02 (M+H). Starting materials: C(C1=CC=CC=C1)OC(=O)N1[C@@H](C[C@@H](C1)N1CCN(CC1)S(=O)(=O)C)C(=O)O ((2S,4S)-1-[(benzyloxy)carbonyl]-4-[4-(methylsulfonyl)-1-piperazinyl]-2-pyrrolidinecarboxylic acid), NC1=CC=C(C(=O)OC(C)(C)C)C=C1 (2-methyl-2-propanyl 4-aminobenzoate), 1-ethyl-3-(3-dimethyllaminopropyl)carbodiimide hydrochloride. The solvent is N1=CC=CC=C1 (pyridine). Conditions: time 18 hour. Product: CC(C)(C)OC(=O)C1=CC=C(C=C1)NC(=O)[C@H]1N(C[C@H](C1)N1CCN(CC1)S(=O)(=O)C)C(=O)OCC1=CC=CC=C1 (benzyl (2S,4S)-2-[(4-{[(2-methyl-2-propanyl)oxy]carbonyl}phenyl)carbamoyl]-4-[4-(methylsulfonyl)-1-piperazinyl]-1-pyrrolidinecarboxylate). The yield is 78.8%. Reaction SMILES: [CH2:1]([O:8][C:9]([N:11]1[CH2:15][C@@H:14]([N:16]2[CH2:21][CH2:20][N:19]([S:22]([CH3:25])(=[O:24])=[O:23])[CH2:18][CH2:17]2)[CH2:13][C@H:12]1[C:26](O)=[O:27])=[O:10])[C:2]1[CH:7]=[CH:6][CH:5]=[CH:4][CH:3]=1.[NH2:29][C:30]1[CH:42]=[CH:41][C:33]([C:34]([O:36][C:37]([CH3:40])([CH3:39])[CH3:38])=[O:35])=[CH:32][CH:31]=1>N1C=CC=CC=1>[CH3:40][C:37]([O:36][C:34]([C:33]1[CH:41]=[CH:42][C:30]([NH:29][C:26]([C@@H:12]2[CH2:13][C@H:14]([N:16]3[CH2:21][CH2:20][N:19]([S:22]([CH3:25])(=[O:24])=[O:23])[CH2:18][CH2:17]3)[CH2:15][N:11]2[C:9]([O:8][CH2:1][C:2]2[CH:7]=[CH:6][CH:5]=[CH:4][CH:3]=2)=[O:10])=[O:27])=[CH:31][CH:32]=1)=[O:35])([CH3:38])[CH3:39]. Reported procedure: To a solution of the compound prepared in Example 4 (0.20 g, 0.40 mmol) and 2-methyl-2-propanyl 4-aminobenzoate (0.154 g, 0.80 mmol) in pyridine (50 mL) was added 1-ethyl-3-(3-dimethyllaminopropyl)carbodiimide hydrochloride (0.630 mg 3.2 mmol) at 0° C. The reaction was stirred at room temperature for 18 h. The mixture was concentrated under reduced pressure and the resulting residue diluted with dichloromethane (20 mL). This solution was washed with brine, dried and concentrated. Purification by... Starting materials: C1(=CC=CC=C1)O (phenol), CC(=C)CC(C)(C)C (diisobutylene), C1(=CC=CC=C1)O (phenol), CC(=C)CC(C)(C)C (diisobutylene), sulfonated styrene divinylbenzene. Reaction conditions: time 20 hour. The product is C(C)(C)(CC(C)(C)C)C1=CC=C(C=C1)O (4-tert.-octylphenol). Yield: 0.9%. RXN SMILES: [C:1]1([OH:7])[CH:6]=[CH:5][CH:4]=[CH:3][CH:2]=1.[CH3:8][C:9]([CH2:11][C:12]([CH3:15])([CH3:14])[CH3:13])=[CH2:10]>>[C:9]([C:4]1[CH:5]=[CH:6][C:1]([OH:7])=[CH:2][CH:3]=1)([CH2:11][C:12]([CH3:15])([CH3:14])[CH3:13])([CH3:10])[CH3:8]. Reported procedure: A suspension of 1,000 parts of phenol, 700 parts of diisobutylene and 40 parts of ion exchange resin is prepared in a stirred reactor at 100° C. and 1 bar pressure, the mixture being stirred at 500 rpm. The ion exchange resin is a sulfonated styrene/divinylbenzene copolymer resin, which has been dehydrated under reduced pressure for 20 hours at 100° C. before being used; it has a gel structure and its particle size is from 20 to 150 micrometers. The suspension is then stirred constantly in the r... Starting materials: CCCCCC (hexane), C=CCC1=CC=CC(=C1)OC2=CC(=CC(=C2O)O)CC=C (obovatol). Reagents/catalysts: [Pd](Cl)Cl (palladium chloride). Solvent: C(C)OC(C)=O (ethylacetate), CO (methanol). Conditions: time 5 hour. Product: C(=C\C)/C1=CC=C(OC2=C(C(=CC(=C2)\C=C\C)O)O)C=C1 (3-(4-((E)-prop-1-enyl)phenoxy)-5-((E)-prop-1-enyl)benzene-1,2-diol). The yield is 90.0%. RXN SMILES: C=CC[C:4]1[CH:9]=[C:8]([O:10][C:11]2[C:16]([OH:17])=[C:15]([OH:18])[CH:14]=[C:13]([CH2:19][CH:20]=[CH2:21])[CH:12]=2)[CH:7]=[CH:6][CH:5]=1.[CH3:22][CH2:23][CH2:24]CCC>CO.C(OC(=O)C)C.[Pd](Cl)Cl>[CH:22](/[C:5]1[CH:4]=[CH:9][C:8]([O:10][C:11]2[CH:12]=[C:13](/[CH:19]=[CH:20]/[CH3:21])[CH:14]=[C:15]([OH:18])[C:16]=2[OH:17])=[CH:7][CH:6]=1)=[CH:23]\[CH3:24]. Procedure details: To a solution of obovatol (1 g) in methanol was added palladium chloride (PdCl2) (10 mg), followed by stirring at room temperature for 5 hours. After completion of the reaction, the organic layer containing the active material was collected and concentrated in a vacuum. The concentrate (1.1 g) was dissolved in methylene chloride (30 ml) and loaded onto a silica gel (Merck, Art No. 9385) so as to adsorb the active material thereonto. Purification through silica gel column chromatography eluting w... The reactants are CO, COC(=O)c1cccc(F)c1CBr, N#C[Na]. Product: COC(=O)c1cccc(F)c1CC#N. As a reaction SMILES: [CH3:17][OH:18].[CH3:1][O:2][C:3]([c:4]1[c:5]([CH2:11][Br:12])[c:6]([F:10])[cH:7][cH:8][cH:9]1)=[O:13].[Na:14][C:15]#[N:16]>>[CH3:1][O:2][C:3]([c:4]1[c:5]([CH2:11][C:15]#[N:16])[c:6]([F:10])[cH:7][cH:8][cH:9]1)=[O:13].